This data is from the Open Reaction Database (ORD), a public repository of structured organic reaction records. The task is: describe an organic reaction: reactants, conditions, products, and yield Reactants: N[C@@H](CCCCNC(=O)OCC1=CC=CC=C1)C(=O)O (H-Lys(Z)), Cl (HCl), N([C@@H](CC(C)C)C(=O)O)C(=O)OC(C)(C)C (BOC-Leu). The solvent is CN(C)C=O (DMF). Run at time 18 hour. The product is N([C@@H](CC(C)C)C(=O)N[C@@H](CCCCNC(=O)OCC1=CC=CC=C1)C(=O)O)C(=O)OC(C)(C)C (BOC-Leu-Lys(Z)). Isolated yield 72.7%. Reaction SMILES: [NH2:1][C@H:2]([C:18]([OH:20])=[O:19])[CH2:3][CH2:4][CH2:5][CH2:6][NH:7][C:8]([O:10][CH2:11][C:12]1[CH:17]=[CH:16][CH:15]=[CH:14][CH:13]=1)=[O:9].Cl.[NH:22]([C:31]([O:33][C:34]([CH3:37])([CH3:36])[CH3:35])=[O:32])[C@H:23]([C:28](O)=[O:29])[CH2:24][CH:25]([CH3:27])[CH3:26]>CN(C=O)C>[NH:22]([C:31]([O:33][C:34]([CH3:36])([CH3:35])[CH3:37])=[O:32])[C@H:23]([C:28]([NH:1][C@H:2]([C:18]([OH:20])=[O:19])[CH2:3][CH2:4][CH2:5][CH2:6][NH:7][C:8]([O:10][CH2:11][C:12]1[CH:17]=[CH:16][CH:15]=[CH:14][CH:13]=1)=[O:9])=[O:29])[CH2:24][CH:25]([CH3:27])[CH3:26]. Procedure: In 200 ml of 1.5N NEM/DMF mixture, 45.2 g (0.2 mol) of H-Lys(Z)-CHA.HCl was dissolved, and 35.3 g (0.1 mol) of BOC-Leu-SDP was added thereto at 0° to 5° C. The reaction was carried out at room temperature for 18 hours. After the reaction, the solvent was removed by distillation under reduced pressure. The residue was dissolved in 1500 ml of AcOEt and washed with 500 ml of a cooled 5% HCl solution twice, and 500 ml of a saturated saline solution twice, followed by decoloration and drying over anh...